This data is from the Open Reaction Database (ORD), a public repository of structured organic reaction records. The task is: describe an organic reaction: reactants, conditions, products, and yield Product: C(CCCCCCCCC)OC1=CC=C(C=C1)C1=CC=C(C=C1)C(=O)O (4'-decyloxybiphenyl-4-carboxylic acid). Solvent: O (water), C(C)O (ethanol), O (water). Procedure: A mixture of 21.4 g (0.1 mol) of 4'-hydroxybiphenyl-4-carboxylic acid, 33.15 g (0.15 mol) of n-decyl bromide, 13.20 g (0.2 mol) of 85% potassium hydroxide, 1.05 g (7 mmol) of sodium iodide, 500 ml of ethanol and 100 ml of distilled water was heated under reflux at 100° C. for 12 hours. After 40 ml of 25% potassium hydroxide was added, the mixture was further heated under reflux for 2 hours. After allowing the reaction system to cool up to room temperature, the reaction mixture in cold water was ... Conditions: temperature 100 celsius. Starting materials: OC1=CC=C(C=C1)C1=CC=C(C=C1)C(=O)O (4'-hydroxybiphenyl-4-carboxylic acid), C(CCCCCCCCC)Br (n-decyl bromide), [OH-].[K+] (potassium hydroxide), [I-].[Na+] (sodium iodide), [OH-].[K+] (potassium hydroxide), Cl (hydrochloric acid). The yield is 6.0%. As a reaction SMILES: [OH:1][C:2]1[CH:7]=[CH:6][C:5]([C:8]2[CH:13]=[CH:12][C:11]([C:14]([OH:16])=[O:15])=[CH:10][CH:9]=2)=[CH:4][CH:3]=1.[CH2:17](Br)[CH2:18][CH2:19][CH2:20][CH2:21][CH2:22][CH2:23][CH2:24][CH2:25][CH3:26].[OH-].[K+].[I-].[Na+].Cl>O.C(O)C>[CH2:17]([O:1][C:2]1[CH:3]=[CH:4][C:5]([C:8]2[CH:13]=[CH:12][C:11]([C:14]([OH:16])=[O:15])=[CH:10][CH:9]=2)=[CH:6][CH:7]=1)[CH2:18][CH2:19][CH2:20][CH2:21][CH2:22][CH2:23][CH2:24][CH2:25][CH3:26] |f:2.3,4.5|. Reactants: ClC1=CC=C(C=C1)C1=C(C=2N(N=C1)C(NN2)=O)C2=CC=C(C=C2)Cl (7,8-bis(4-chlorophenyl)-[1,2,4]triazolo[4,3-b]pyridazin-3(2H)-one), C1=CC=C(C=C1)P(C2=CC=CC=C2)C3=CC=CC=C3 (Ph3P), OC[C@H]1CCC(N1)=O ((R)-5-(hydroxymethyl)pyrrolidin-2-one). Run in C1CCOC1 (THF). Product: ClC1=CC=C(C=C1)C1=C(C=2N(N=C1)C(N(N2)C[C@@H]2NC(CC2)=O)=O)C2=CC=C(C=C2)Cl ((R)-7,8-bis(4-chlorophenyl)-2-((5-oxopyrrolidin-2-yl)methyl)-[1,2,4]triazolo[4,3-b]pyridazin-3(2H)-one). Yield: 60.5%. RXN SMILES: [Cl:1][C:2]1[CH:7]=[CH:6][C:5]([C:8]2[CH:13]=[N:12][N:11]3[C:14](=[O:17])[NH:15][N:16]=[C:10]3[C:9]=2[C:18]2[CH:23]=[CH:22][C:21]([Cl:24])=[CH:20][CH:19]=2)=[CH:4][CH:3]=1.C1C=CC(P(C2C=CC=CC=2)C2C=CC=CC=2)=CC=1.O[CH2:45][C@@H:46]1[NH:50][C:49](=[O:51])[CH2:48][CH2:47]1>C1COCC1>[Cl:1][C:2]1[CH:7]=[CH:6][C:5]([C:8]2[CH:13]=[N:12][N:11]3[C:14](=[O:17])[N:15]([CH2:45][C@H:46]4[CH2:47][CH2:48][C:49](=[O:51])[NH:50]4)[N:16]=[C:10]3[C:9]=2[C:18]2[CH:23]=[CH:22][C:21]([Cl:24])=[CH:20][CH:19]=2)=[CH:4][CH:3]=1. Reported procedure: The title compound was prepared using 7,8-bis(4-chlorophenyl)-[1,2,4]triazolo[4,3-b]pyridazin-3(2H)-one, (50 mg, 0.14 mmol), prepared as described in Example 1, Ph3P (110 mg, 0.42 mmol) and (R)-5-(hydroxymethyl)pyrrolidin-2-one (17 mg, 0.14 mmol) in THF (1.0 mL) and by following the procedure described in Example 2. The title compound, (R)-7,8-bis(4-chlorophenyl)-2-((5-oxopyrrolidin-2-yl)methyl)-[1,2,4]triazolo[4,3-b]pyridazin-3(2H)-one, (38.5 mg, 85%) was obtained as yellow powder. MS M+H=454; ... Reactants: C(C=C)(=O)OC (methyl acrylate), OC=1C=C2C(=C(N(C2=CC1)CC1=CC=CC=C1)C)CC(=O)N (5-Hydrox-2-methyl-1-(phenylmethyl)-1H-indole-3-acetamide), C(=O)([O-])[O-].[K+].[K+] (K2CO3), C(C=C)(=O)OC (methyl acrylate). The solvent is CC(=O)C (acetone), O (water). Product: COC(CCOC=1C=C2C(=C(N(C2=CC1)CC1=CC=CC=C1)C)CC(=O)N)=O (3-[[3-(2-amino-2-oxoethyl)-2-methyl-1-(phenylmethyl)-1H-indol-5-yl]oxy]-propanic acid methyl ester). Isolated yield 55.0%. As a reaction SMILES: [OH:1][C:2]1[CH:3]=[C:4]2[C:8](=[CH:9][CH:10]=1)[N:7]([CH2:11][C:12]1[CH:17]=[CH:16][CH:15]=[CH:14][CH:13]=1)[C:6]([CH3:18])=[C:5]2[CH2:19][C:20]([NH2:22])=[O:21].C([O-])([O-])=O.[K+].[K+].[C:29]([O:33][CH3:34])(=[O:32])[CH:30]=[CH2:31]>CC(C)=O.O>[CH3:34][O:33][C:29](=[O:32])[CH2:30][CH2:31][O:1][C:2]1[CH:3]=[C:4]2[C:8](=[CH:9][CH:10]=1)[N:7]([CH2:11][C:12]1[CH:17]=[CH:16][CH:15]=[CH:14][CH:13]=1)[C:6]([CH3:18])=[C:5]2[CH2:19][C:20]([NH2:22])=[O:21] |f:1.2.3|. Reported procedure: 5-Hydrox-2-methyl-1-(phenylmethyl)-1H-indole-3-acetamide (550 mg, 1.3 mmol), 550 mg (4 mmol) of K2CO3 and 0.2 mL of methyl acrylate in 40 mL of acetone was heated to maintain reflux for 100 hours (additional methyl acrylate was added at various times). After cooling, the mixture was diluted with water, extracted with EtOAc, the EtOAc solution washed with saturated NaCl solution and dried (Na2SO4). After concentrating, the residue was chromatographed on silica (eluted with CH2Cl2→1% MeOH/CH2Cl2) ... Starting materials: COCCl (chloromethyl methyl ether), OC1=CC=C(C=C1)C(C)=O (4′-hydroxyacetophenone), Cl (hydrochloric acid). Run in C(C)(C)N(CC)C(C)C (diisopropylethylamine). Run at time 3 hour. Yields the product COCOC1=CC=C(C=C1)C(C)=O (4′-(methoxymethoxy)acetophenone). Isolated yield 93.0%. As a reaction SMILES: [CH3:1][O:2][CH2:3]Cl.[OH:5][C:6]1[CH:11]=[CH:10][C:9]([C:12](=[O:14])[CH3:13])=[CH:8][CH:7]=1.Cl>C(N(C(C)C)CC)(C)C>[CH3:1][O:2][CH2:3][O:5][C:6]1[CH:11]=[CH:10][C:9]([C:12](=[O:14])[CH3:13])=[CH:8][CH:7]=1. Reported procedure: 4 ml of chloromethyl methyl ether was added dropwise to a solution of 4′-hydroxyacetophenone (5.44 g) and diisopropylethylamine (10 ml) in 40 ml dinethylformamide at room temperature and stirred at room temperature for 3 hours. After addition of 2 mol/l hydrochloric acid, the reaction mixture was extracted with ethyl acetate. The organic layer was washed with water and dried over magnesium sulfate. The drying agent was filtered off and the solvent was evaporated to give a residue, which was then... Starting materials: O=C([O-])O, Cl, [Na+], CC(C)COC(=O)CCC1NCC(=O)N1, O. Yields the product O=C1CN2C(=O)CCC2N1. Reaction SMILES: [C:17](=[O:18])([O-:19])[OH:20].[ClH:1].[Na+:21].[O:2]=[C:3]1[CH2:4][NH:5][CH:6]([CH2:8][CH2:9][C:10]([O:12][CH2:11][CH:13]([CH3:14])[CH3:15])=[O:16])[NH:7]1.[OH2:22]>>[O:2]=[C:3]1[CH2:4][N:5]2[CH:6]([NH:7]1)[CH2:8][CH2:9][C:10]2=[O:12]. The reactants are O (water), C(C)(=O)O[C@H]1[C@H](OC2=CC=C(C=C2)N)O[C@@H]([C@H]([C@@H]1OC(C)=O)O[C@@H]1[C@H](OC(C)=O)[C@@H](OC(C)=O)[C@H](OC(C)=O)[C@H](O1)COC(C)=O)COC(C)=O (4-aminophenyl 2,3,6-tri-O-acetyl-4-O-(2,3,4,6-tetra-O-acetyl-α-D-glucopyranosyl)-β-D-glucopyranoside), C1(=CC(=CC(=C1)S(=O)(=O)Cl)S(=O)(=O)Cl)S(=O)(=O)Cl (1,3,5-benzenetrisulfonyl chloride). Solvent: N1=CC=CC=C1.C(C)#N (pyridine acetonitrile), C(C)#N (acetonitrile). Reaction conditions: time 8 hour. Product: C(C)(=O)O[C@H]1[C@@H](O[C@@H]([C@H]([C@@H]1OC(C)=O)O[C@@H]1[C@H](OC(C)=O)[C@@H](OC(C)=O)[C@H](OC(C)=O)[C@H](O1)COC(C)=O)COC(C)=O)OC1=CC=C(C=C1)NS(=O)(=O)C1=CC(=CC(=C1)S(=O)(=O)NC1=CC=C(C=C1)O[C@H]1[C@H](OC(C)=O)[C@@H](OC(C)=O)[C@H](O[C@@H]2[C@H](OC(C)=O)[C@@H](OC(C)=O)[C@H](OC(C)=O)[C@H](O2)COC(C)=O)[C@H](O1)COC(C)=O)S(=O)(=O)NC1=CC=C(C=C1)O[C@H]1[C@H](OC(C)=O)[C@@H](OC(C)=O)[C@H](O[C@@H]2[C@H](OC(C)=O)[C@@H](OC(C)=O)[C@H](OC(C)=O)[C@H](O2)COC(C)=O)[C@H](O1)COC(C)=O (N,N',N"-Tris[4-[[2,3,6-tri-O-acetyl-4-O-(2,3,4,6-tetra-O-acetyl-α-D-glucopyranosyl)-β-D-glucopyranosyl]oxy]phenyl]-1,3,5-benzenetrisulfonamide). Reaction SMILES: [C:1]([O:4][C@@H:5]1[C@@H:18]([O:19][C:20](=[O:22])[CH3:21])[C@H:17]([O:23][C@H:24]2[O:41][C@H:40]([CH2:42][O:43][C:44](=[O:46])[CH3:45])[C@@H:35]([O:36][C:37](=[O:39])[CH3:38])[C@H:30]([O:31][C:32](=[O:34])[CH3:33])[C@H:25]2[O:26][C:27](=[O:29])[CH3:28])[C@@H:16]([CH2:47][O:48][C:49](=[O:51])[CH3:50])[O:15][C@H:6]1[O:7][C:8]1[CH:13]=[CH:12][C:11]([NH2:14])=[CH:10][CH:9]=1)(=[O:3])[CH3:2].[C:52]1([S:66](Cl)(=[O:68])=[O:67])[CH:57]=[C:56]([S:58](Cl)(=[O:60])=[O:59])[CH:55]=[C:54]([S:62](Cl)(=[O:64])=[O:63])[CH:53]=1.[OH2:70]>N1C=CC=CC=1.C(#N)C.C(#N)C>[C:1]([O:4][C@@H:5]1[C@@H:18]([O:19][C:20](=[O:22])[CH3:21])[C@H:17]([O:23][C@H:24]2[O:41][C@H:40]([CH2:42][O:43][C:44](=[O:46])[CH3:45])[C@@H:35]([O:36][C:37](=[O:39])[CH3:38])[C@H:30]([O:31][C:32](=[O:34])[CH3:33])[C@H:25]2[O:26][C:27](=[O:29])[CH3:28])[C@@H:16]([CH2:47][O:48][C:49](=[O:51])[CH3:50])[O:15][C@H:6]1[O:7][C:8]1[CH:13]=[CH:12][C:11]([NH:14][S:66]([C:52]2[CH:57]=[C:56]([S:58]([NH:14][C:11]3[CH:10]=[CH:9][C:8]([O:70][C@@H:6]4[O:15][C@H:16]([CH2:47][O:48][C:49](=[O:51])[CH3:50])[C@@H:17]([O:23][C@H:24]5[O:41][C@H:40]([CH2:42][O:43][C:44](=[O:46])[CH3:45])[C@@H:35]([O:36][C:37](=[O:39])[CH3:38])[C@H:30]([O:31][C:32](=[O:34])[CH3:33])[C@H:25]5[O:26][C:27](=[O:29])[CH3:28])[C@H:18]([O:19][C:20](=[O:22])[CH3:21])[C@H:5]4[O:4][C:1](=[O:3])[CH3:2])=[CH:13][CH:12]=3)(=[O:60])=[O:59])[CH:55]=[C:54]([S:62]([NH:14][C:11]3[CH:12]=[CH:13][C:8]([O:7][C@@H:6]4[O:15][C@H:16]([CH2:47][O:48][C:49](=[O:51])[CH3:50])[C@@H:17]([O:23][C@H:24]5[O:41][C@H:40]([CH2:42][O:43][C:44](=[O:46])[CH3:45])[C@@H:35]([O:36][C:37](=[O:39])[CH3:38])[C@H:30]([O:31][C:32](=[O:34])[CH3:33])[C@H:25]5[O:26][C:27](=[O:29])[CH3:28])[C@H:18]([O:19][C:20](=[O:22])[CH3:21])[C@H:5]4[O:4][C:1](=[O:3])[CH3:2])=[CH:9][CH:10]=3)(=[O:64])=[O:63])[CH:53]=2)(=[O:68])=[O:67])=[CH:10][CH:9]=1)(=[O:3])[CH3:2] |f:3.4|. Procedure: To a solution of 2.45 g of 4-aminophenyl 2,3,6-tri-O-acetyl-4-O-(2,3,4,6-tetra-O-acetyl-α-D-glucopyranosyl)-β-D-glucopyranoside in pyridine:acetonitrile (1:1) was added 440 mg of 1,3,5-benzenetrisulfonyl chloride in 2 ml of acetonitrile. The mixture was stirred overnight, then poured into 250 ml of water and filtered through diatomaceous earth. The filtrate was extracted with two 100 ml portions of ethyl acetate. The extracts were combined, washed with 100 ml of 1% hydrochloric acid, then 100 ml...